From a dataset of the Open Reaction Database (ORD), a public repository of structured organic reaction records. describe an organic reaction: reactants, conditions, products, and yield Reactants: ClC=1C=C(C=O)C=CC1 (3-Chlorobenzaldehyde), CC(C=C)=O (but-3-en-2-one), N1(CCCCC1)S(=O)(=O)C1=CC=C(C=C1)N (p-piperidinylsulfonyl phenylamine). Yields the product ClC=1C=C(C=CC1)C=1N(C(=CC1)C)C1=CC=C(C=C1)S(=O)(=O)N1CCCCC1 (1-{4-[2-(3-chloro-phenyl)-5-methyl-pyrrol-1-yl]-benzenesulfonyl}-piperidine). RXN SMILES: [Cl:1][C:2]1[CH:3]=[C:4]([CH:7]=[CH:8][CH:9]=1)[CH:5]=O.[CH3:10][C:11](=O)[CH:12]=[CH2:13].[N:15]1([S:21]([C:24]2[CH:29]=[CH:28][C:27]([NH2:30])=[CH:26][CH:25]=2)(=[O:23])=[O:22])[CH2:20][CH2:19][CH2:18][CH2:17][CH2:16]1>>[Cl:1][C:2]1[CH:3]=[C:4]([C:5]2[N:30]([C:27]3[CH:28]=[CH:29][C:24]([S:21]([N:15]4[CH2:20][CH2:19][CH2:18][CH2:17][CH2:16]4)(=[O:23])=[O:22])=[CH:25][CH:26]=3)[C:11]([CH3:10])=[CH:12][CH:13]=2)[CH:7]=[CH:8][CH:9]=1. Procedure details: 3-Chlorobenzaldehyde and but-3-en-2-one were treated according to the procedure outlined in General Procedure C followed by subjecting the resulting product to conditions outlined in General Procedure D along with p-piperidinylsulfonyl phenylamine to obtain the titled compound. 1H NMR (CDCl3) δ ppm 1.42-1.65 (6H), 2.18 (3H), 3.00 (4H), 6.18 (1H), 6.40 (1H), 6.85-7.90 (8H); MS (ESI) m/z 415 (M+H). The reactants are C1(CC1)SC1=C(C#N)C=CC=C1 (2-(Cyclopropylsulfanyl)benzonitrile), Cl (HCl), S(C)C (SMe2). The solvent is C1CCOC1 (THF), C1CCOC1 (THF). Product: Cl.C1(CC1)SC1=C(C=CC=C1)CN ((2-(Cyclopropylsulfanyl)phenyl)methanamine Hydrochloride Salt). Isolated yield 79.0%. As a reaction SMILES: [CH:1]1([S:4][C:5]2[CH:12]=[CH:11][CH:10]=[CH:9][C:6]=2[C:7]#[N:8])[CH2:3][CH2:2]1.S(C)C.[ClH:16]>C1COCC1>[ClH:16].[CH:1]1([S:4][C:5]2[CH:12]=[CH:11][CH:10]=[CH:9][C:6]=2[CH2:7][NH2:8])[CH2:3][CH2:2]1 |f:4.5|. Reported procedure: To 1A (1.50 g, 7.25 mmol) in refluxing THF (72 mL) was added a 2M THF solution of BH3.SMe2 (10.8 mL, 21.7 mmol). After heating at reflux for 2 h, the reaction was cooled to rt and 6M HCl (4.32 mL) was slowly added. The reaction was heated to reflux for 30 min, then cooled to rt, concentrated and azeotroped (3×) with THF/MeOH on a rotary evaporator. The resulting residue was taken up in THF and filtered to provide 1B (1.40 g, 79%) as a white solid. 1H NMR (400 MHz, CD3OD) δ ppm 1.15 (m, 2H) 1.29 ... Isolated yield 209.3%. Reaction conditions: temperature 22 celsius, time 1 hour. Procedure details: N,N′-carbonyldiimidazole (15 mg) was added to a stirred solution of Intermediate 34 (20 mg) at 22° C. under nitrogen, and the mixture was stirred at 22° C. for 1 h. Intermediate 9 (26 mg) was added and the mixture stirred at 22° C. for 24 h. The mixture was applied directly to a sulphonic acid ion exchange cartridge (Isolute SCX, 2 g) and eluted with methanol followed by 10% 0.880 ammonia in methanol. Evaporation of the methanolic ammonia fraction gave a gum (50 mg) which was further purified by... Yields the product C(=O)O.ClC=1C=C(CN2C[C@@H](OCC2)CNC(CC=2N=C(OC2C)C=2C=NC=CC2)=O)C=CC1Cl (N-{[(2S)-4-(3,4-Dichlorobenzyl)morpholin-2-yl]methyl}-2-(5-methyl-2-pyridin-3-yl-1,3-oxazol-4-yl)acetamide Compound with Formic Acid). Reaction SMILES: [CH3:1][C:2]1[O:6][C:5]([C:7]2[CH:8]=[N:9][CH:10]=[CH:11][CH:12]=2)=[N:4][C:3]=1[CH2:13][C:14]([OH:16])=[O:15].[Cl:17][C:18]1[CH:19]=[C:20]([CH:30]=[CH:31][C:32]=1[Cl:33])[CH2:21][N:22]1[CH2:27][CH2:26][O:25][C@@H:24]([CH2:28][NH2:29])[CH2:23]1>>[CH:14]([OH:16])=[O:15].[Cl:17][C:18]1[CH:19]=[C:20]([CH:30]=[CH:31][C:32]=1[Cl:33])[CH2:21][N:22]1[CH2:27][CH2:26][O:25][C@@H:24]([CH2:28][NH:29][C:14](=[O:16])[CH2:13][C:3]2[N:4]=[C:5]([C:7]3[CH:8]=[N:9][CH:10]=[CH:11][CH:12]=3)[O:6][C:2]=2[CH3:1])[CH2:23]1 |f:2.3|. The reactants are sulphonic acid, N,N′-carbonyldiimidazole, CC1=C(N=C(O1)C=1C=NC=CC1)CC(=O)O ((5-Methyl-2-pyridin-3-yl-1,3-oxazol4-yl)acetic acid), ClC=1C=C(CN2C[C@@H](OCC2)CN)C=CC1Cl (1-[(2S)-4-(3,4-Dichlorobenzyl)morpholin-2-yl]methanamine). Reactants: [H-].[Na+] (sodium hydride), CON(C(=O)[C@H]1CC[C@H](CC1)NC(OCC1=CC=CC=C1)=O)C (benzyl cis-4-(methoxy(methyl)carbamoyl)cyclohexylcarbamate), ClC1=CC=C(CBr)C=C1 (4-chlorobenzyl bromide). The solvent is CN(C)C=O (DMF). Run at time 30 minute. Product: ClC1=CC=C(CN(C(OCC2=CC=CC=C2)=O)[C@@H]2CC[C@@H](CC2)C(N(C)OC)=O)C=C1 (benzyl 4-chlorobenzyl(cis-4-(methoxy(methyl)carbamoyl)cyclohexyl)carbamate). The yield is 86.0%. Reaction SMILES: [CH3:1][O:2][N:3]([CH3:23])[C:4]([C@@H:6]1[CH2:11][CH2:10][C@H:9]([NH:12][C:13](=[O:22])[O:14][CH2:15][C:16]2[CH:21]=[CH:20][CH:19]=[CH:18][CH:17]=2)[CH2:8][CH2:7]1)=[O:5].[H-].[Na+].[Cl:26][C:27]1[CH:34]=[CH:33][C:30]([CH2:31]Br)=[CH:29][CH:28]=1>CN(C=O)C>[Cl:26][C:27]1[CH:34]=[CH:33][C:30]([CH2:31][N:12]([C@H:9]2[CH2:10][CH2:11][C@@H:6]([C:4](=[O:5])[N:3]([O:2][CH3:1])[CH3:23])[CH2:7][CH2:8]2)[C:13](=[O:22])[O:14][CH2:15][C:16]2[CH:17]=[CH:18][CH:19]=[CH:20][CH:21]=2)=[CH:29][CH:28]=1 |f:1.2|. Reported procedure: A solution of benzyl cis-4-(methoxy(methyl)carbamoyl)cyclohexylcarbamate in DMF (12 mL) under an atmosphere of nitrogen was cooled to 0° C., followed by treatment with sodium hydride (150 mg of 60 wt % NaH in oil, 3.75 mmol). After stirring at room temperature for 30 min, the reaction mixture was cooled to 0° C. and charged with 4-chlorobenzyl bromide (793 g, 3.75 mmol). The resulting solution was warmed slowly to room temperature and stirred for another 16 hr prior to partitioning of the soluti... Procedure: To a mixed solution of 2.0M-ethylamine tetrahydrofuran solution (0.33 mL), [2-(7-ethyl-5-{[6-(methylsulfonyl)pyridin-3-yl]oxy}-1H-indol-2-yl)-4,5-dihydro-1,3-thiazol-5-yl]acetic acid (200 mg), and N,N-dimethylformamide (10 mL) were added 1-hydroxybenzotriazole (89 mg), and 1-ethyl-3-(3-dimethylaminopropyl)carbodiimide hydrochloride (125 mg) under ice-cooling, and the mixture was stirred under ice-cooling and then at room temperature for 15 hr. Water was added to the reaction solution, and the mi... Yield: 44.0%. The reactants are O1CCCC1.C(C)N (ethylamine tetrahydrofuran), C(C)C=1C=C(C=C2C=C(NC12)C=1SC(CN1)CC(=O)O)OC=1C=NC(=CC1)S(=O)(=O)C ([2-(7-ethyl-5-{[6-(methylsulfonyl)pyridin-3-yl]oxy}-1H-indol-2-yl)-4,5-dihydro-1,3-thiazol-5-yl]acetic acid), ON1N=NC2=C1C=CC=C2 (1-hydroxybenzotriazole), Cl.C(C)N=C=NCCCN(C)C (1-ethyl-3-(3-dimethylaminopropyl)carbodiimide hydrochloride). Solvent: CN(C=O)C (N,N-dimethylformamide), O (Water). Reaction SMILES: O1CCCC1.[CH2:6]([NH2:8])[CH3:7].[CH2:9]([C:11]1[CH:12]=[C:13]([O:29][C:30]2[CH:31]=[N:32][C:33]([S:36]([CH3:39])(=[O:38])=[O:37])=[CH:34][CH:35]=2)[CH:14]=[C:15]2[C:19]=1[NH:18][C:17]([C:20]1[S:21][CH:22]([CH2:25][C:26](O)=[O:27])[CH2:23][N:24]=1)=[CH:16]2)[CH3:10].ON1C2C=CC=CC=2N=N1.Cl.C(N=C=NCCCN(C)C)C>O.CN(C)C=O>[CH2:6]([NH:8][C:26](=[O:27])[CH2:25][CH:22]1[S:21][C:20]([C:17]2[NH:18][C:19]3[C:15]([CH:16]=2)=[CH:14][C:13]([O:29][C:30]2[CH:31]=[N:32][C:33]([S:36]([CH3:39])(=[O:38])=[O:37])=[CH:34][CH:35]=2)=[CH:12][C:11]=3[CH2:9][CH3:10])=[N:24][CH2:23]1)[CH3:7] |f:0.1,4.5|. Conditions: time 15 hour. Product: C(C)NC(CC1CN=C(S1)C=1NC2=C(C=C(C=C2C1)OC=1C=NC(=CC1)S(=O)(=O)C)CC)=O (N-Ethyl-2-[2-(7-ethyl-5-{[6-(methylsulfonyl)pyridin-3-yl]oxy}-1H-indol-2-yl)-4,5-dihydro-1,3-thiazol-5-yl]acetamide). Reactants: CCO, CCOP(=O)(COCCOn1cnc2c(Cl)ncnc21)OCC, N. Yields the product CCOP(=O)(COCCOn1cnc2c(N)ncnc21)OCC. As a reaction SMILES: [CH3:25][CH2:26][OH:27].[Cl:1][c:2]1[c:3]2[n:4][cH:5][n:6]([O:11][CH2:12][CH2:13][O:14][CH2:15][P:16](=[O:17])([O:18][CH2:19][CH3:20])[O:21][CH2:22][CH3:23])[c:7]2[n:8][cH:9][n:10]1.[NH3:24]>>[c:2]1([NH2:24])[c:3]2[n:4][cH:5][n:6]([O:11][CH2:12][CH2:13][O:14][CH2:15][P:16](=[O:17])([O:18][CH2:19][CH3:20])[O:21][CH2:22][CH3:23])[c:7]2[n:8][cH:9][n:10]1. Reactants: Cl.COC1=CC=C(C=C1)NN ((4-methoxyphenyl)hydrazine hydrochloride), ice water, C(C)OC=C(C(=O)OCC)C#N (ethyl (ethoxymethylene)cyanoacetate), C([O-])([O-])=O.[K+].[K+] (potassium carbonate). Solvent: C(C)O (ethanol). Product: NC1=C(C=NN1C1=CC=C(C=C1)OC)C(=O)OCC (5-amino-1-(4-methoxyphenyl)-1H-pyrazole-4-carboxylic acid, ethyl ester). Isolated yield 28.2%. Reaction SMILES: Cl.[CH3:2][O:3][C:4]1[CH:9]=[CH:8][C:7]([NH:10][NH2:11])=[CH:6][CH:5]=1.C(O[CH:15]=[C:16]([C:22]#[N:23])[C:17]([O:19][CH2:20][CH3:21])=[O:18])C.C(=O)([O-])[O-].[K+].[K+]>C(O)C>[NH2:23][C:22]1[N:10]([C:7]2[CH:8]=[CH:9][C:4]([O:3][CH3:2])=[CH:5][CH:6]=2)[N:11]=[CH:15][C:16]=1[C:17]([O:19][CH2:20][CH3:21])=[O:18] |f:0.1,3.4.5|. Procedure: Twenty grams of (4-methoxyphenyl)hydrazine hydrochloride, 18.6 g of ethyl (ethoxymethylene)cyanoacetate and 15.2 g of potassium carbonate were combined with 200 ml of ethanol and refluxed for 20 hours. The mixture was cooled and poured into ice water. The precipitated solid was collected by filtration, dried and recrystallized from ethanol to afford 8.1 g of 5-amino-1-(4-methoxyphenyl)-1H-pyrazole-4-carboxylic acid, ethyl ester. Yield 28%. mp=209°-211° C. Starting materials: BrCCCCCBr, Cc1ccccc1, CCN(C(C)C)C(C)C, CCOC(=O)c1cc2cc(N)ccc2o1. Yields the product CCOC(=O)c1cc2cc(N3CCCCC3)ccc2o1. Reaction SMILES: [Br:25][CH2:26][CH2:27][CH2:28][CH2:29][CH2:30][Br:31].[CH3:32][c:33]1[cH:34][cH:35][cH:36][cH:37][cH:38]1.[CH:1]([N:2]([CH2:3][CH3:4])[CH:5]([CH3:6])[CH3:7])([CH3:8])[CH3:9].[NH2:10][c:11]1[cH:12][cH:13][c:14]2[c:15]([cH:16][c:17]([C:19](=[O:20])[O:21][CH2:22][CH3:23])[o:18]2)[cH:24]1>>[N:10]1([c:11]2[cH:12][cH:13][c:14]3[c:15]([cH:16][c:17]([C:19](=[O:20])[O:21][CH2:22][CH3:23])[o:18]3)[cH:24]2)[CH2:26][CH2:27][CH2:28][CH2:29][CH2:30]1. Reactants: C(CCCC=C)#N (5-hexenenitrile), CO (MeOH), Cl (HCl). Run in CCOCC (Et2O). Yields the product Cl.C(CCCC=C)(OC)=N (methyl 5-hexenimidoate hydrochloride). Reaction SMILES: [C:1](#[N:7])[CH2:2][CH2:3][CH2:4][CH:5]=[CH2:6].[CH3:8][OH:9].[ClH:10]>CCOCC>[ClH:10].[C:1](=[NH:7])([O:9][CH3:8])[CH2:2][CH2:3][CH2:4][CH:5]=[CH2:6] |f:4.5|. Procedure: Through a stirred solution of 5-hexenenitrile (3 g, 31Mmol) and MeOH (35 mmol) in Et2O (30 ml), at 0° C., HCl gas was bubbled for 10 minutes. Solvent was evaporated in vacuo and the residue treated with Et2O to give 5.1 g of the title compound as white solid, which was used without further purification.